Dataset: the Open Reaction Database (ORD), a public repository of structured organic reaction records. Task: describe an organic reaction: reactants, conditions, products, and yield Reactants: CON(C(=O)C=1N=CN(C1)C=1C=C(C=CC1)C1=CC=CC=C1)C (1-Biphenyl-3-yl-1H-imidazole-4-carboxylic acid methoxy-methyl-amide), BrC1=C(C=CC=C1)OC (2-bromoanisole). The product is C1(=CC(=CC=C1)N1C=NC(=C1)C(=O)C1=C(C=CC=C1)OC)C1=CC=CC=C1 ((1-Biphenyl-3-yl-1H-imidazol-4-yl)-(2-methoxy-phenyl)-methanone). As a reaction SMILES: CON(C)[C:4]([C:6]1[N:7]=[CH:8][N:9]([C:11]2[CH:12]=[C:13]([C:17]3[CH:22]=[CH:21][CH:20]=[CH:19][CH:18]=3)[CH:14]=[CH:15][CH:16]=2)[CH:10]=1)=[O:5].Br[C:25]1[CH:30]=[CH:29][CH:28]=[CH:27][C:26]=1[O:31][CH3:32]>>[C:13]1([C:17]2[CH:18]=[CH:19][CH:20]=[CH:21][CH:22]=2)[CH:14]=[CH:15][CH:16]=[C:11]([N:9]2[CH:10]=[C:6]([C:4]([C:25]3[CH:30]=[CH:29][CH:28]=[CH:27][C:26]=3[O:31][CH3:32])=[O:5])[N:7]=[CH:8]2)[CH:12]=1. Reported procedure: This compound was prepared by method C using compound 12a and 2-bromoanisole. HRMS (ESI+): m/z=355.1459 [M+H]